describe an organic reaction: reactants, conditions, products, and yield From a dataset of the Open Reaction Database (ORD), a public repository of structured organic reaction records. The reactants are ClC1=NN2C(C(=CC=C2)NC2=C(C=CC=C2)S(=O)(=O)C)=N1 ((2-chloro-[1,2,4]triazolo[1,5-a]pyridin-8-yl)-(2-methanesulfonyl-phenyl)-amine), CN1CCN(CC1)C=1C=C(N)C=CC1 (3-(4-methylpiperazin-1-yl)aniline), C1(CCCCC1)P(C1=C(C=CC=C1)C1=C(C=CC=C1)P(C1CCCCC1)C1CCCCC1)C1CCCCC1 (2,2′-bis-dicyclohexylphosphanyl-biphenyl). Product: CS(=O)(=O)C1=C(C=CC=C1)NC=1C=2N(C=CC1)N=C(N2)NC2=CC(=CC=C2)N2CCN(CC2)C (N(8)-(2-Methanesulfonyl-phenyl)-N(2)-[3-(4-methyl-piperazin-1-yl)-phenyl]-[1,2,4]triazolo[1,5-a]pyridine-2,8-diamine), foam. The yield is 55.0%. As a reaction SMILES: Cl[C:2]1[N:21]=[C:5]2[C:6]([NH:10][C:11]3[CH:16]=[CH:15][CH:14]=[CH:13][C:12]=3[S:17]([CH3:20])(=[O:19])=[O:18])=[CH:7][CH:8]=[CH:9][N:4]2[N:3]=1.[CH3:22][N:23]1[CH2:28][CH2:27][N:26]([C:29]2[CH:30]=[C:31]([CH:33]=[CH:34][CH:35]=2)[NH2:32])[CH2:25][CH2:24]1.C1(P(C2CCCCC2)C2C=CC=CC=2C2C=CC=CC=2P(C2CCCCC2)C2CCCCC2)CCCCC1>>[CH3:20][S:17]([C:12]1[CH:13]=[CH:14][CH:15]=[CH:16][C:11]=1[NH:10][C:6]1[C:5]2[N:4]([N:3]=[C:2]([NH:32][C:31]3[CH:33]=[CH:34][CH:35]=[C:29]([N:26]4[CH2:25][CH2:24][N:23]([CH3:22])[CH2:28][CH2:27]4)[CH:30]=3)[N:21]=2)[CH:9]=[CH:8][CH:7]=1)(=[O:19])=[O:18]. Reported procedure: N(8)-(2-Methanesulfonyl-phenyl)-N(2)-[3-(4-methyl-piperazin-1-yl)-phenyl]-[1,2,4]triazolo[1,5-a]pyridine-2,8-diamine was prepared from (2-chloro-[1,2,4]triazolo[1,5-a]pyridin-8-yl)-(2-methanesulfonyl-phenyl)-amine (95.0 mg, 0.294 mmol) and 3-(4-methylpiperazin-1-yl)aniline (70.0 mg, 0.366 mmol) with 2,2′-bis-dicyclohexylphosphanyl-biphenyl (32.0 mg, 0.0585 mmol) as the ligand in a manner analogous to Step 2d. The title compound was isolated as a light brown foam (0.077 g, 55%). 1H NMR (400 MHz, ... Starting materials: C(C)(C)(C)OC(NC1=C(C=C(C=C1)C1=C(C=C(C=C1)F)F)NC(CC(=O)C1=CC(=NC=C1)C#N)=O)=O ({3-[3-(2-cyano-pyridin-4-yl)-3-oxo-propionylamino]-2′,4′-difluoro-biphenyl-4-yl}-carbamic acid tert.-butyl ester), C(=O)(C(F)(F)F)O (TFA). Solvent: C(Cl)Cl (CH2Cl2). The product is FC1=C(C=CC(=C1)F)C1=CC2=C(N=C(CC(N2)=O)C2=CC(=NC=C2)C#N)C=C1 (4-[7-(2,4-Difluoro-phenyl)-4-oxo-4,5-dihydro-3H-benzo[b][1,4]diazepin-2-yl]-pyridine-2-carbonitrile). RXN SMILES: C(OC(=O)[NH:7][C:8]1[CH:13]=[CH:12][C:11]([C:14]2[CH:19]=[CH:18][C:17]([F:20])=[CH:16][C:15]=2[F:21])=[CH:10][C:9]=1[NH:22][C:23](=[O:35])[CH2:24][C:25]([C:27]1[CH:32]=[CH:31][N:30]=[C:29]([C:33]#[N:34])[CH:28]=1)=O)(C)(C)C.C(O)(C(F)(F)F)=O>C(Cl)Cl>[F:21][C:15]1[CH:16]=[C:17]([F:20])[CH:18]=[CH:19][C:14]=1[C:11]1[CH:12]=[CH:13][C:8]2[N:7]=[C:25]([C:27]3[CH:32]=[CH:31][N:30]=[C:29]([C:33]#[N:34])[CH:28]=3)[CH2:24][C:23](=[O:35])[NH:22][C:9]=2[CH:10]=1. Procedure: Prepared from {3-[3-(2-cyano-pyridin-4-yl)-3-oxo-propionylamino]-2′,4′-difluoro-biphenyl-4-yl}-carbamic acid tert.-butyl ester (Example K73) by treatment with TFA in CH2Cl2 according to the general procedure M. Obtained as a light yellow solid (24 mg). Reactants: CN(C)C=O, N#Cc1nc(F)cnc1F, [N-]=[N+]=[N-], [Na+], O. Product: N#Cc1nc(F)cnc1N=[N+]=[N-]. Reaction SMILES: [CH3:16][N:17]([CH3:18])[CH:19]=[O:20].[F:1][c:2]1[c:3]([C:9]#[N:10])[n:4][c:5]([F:8])[cH:6][n:7]1.[N-:12]=[N+:13]=[N-:14].[Na+:11].[OH2:15]>>[c:2]1([N:12]=[N+:13]=[N-:14])[c:3]([C:9]#[N:10])[n:4][c:5]([F:8])[cH:6][n:7]1. Reactants: COc1cc(Nc2c(C#N)cnc3cc(Br)ccc23)c(Cl)cc1Cl, Brc1ccc(CN2CCOCC2)s1. Yields the product COc1cc(Nc2c(C#N)cnc3cc(-c4ccc(CN5CCOCC5)s4)ccc23)c(Cl)cc1Cl. Reaction SMILES: [Br:1][c:2]1[cH:3][cH:4][c:5]2[c:6]([NH:14][c:15]3[c:16]([Cl:24])[cH:17][c:18]([Cl:23])[c:19]([O:21][CH3:22])[cH:20]3)[c:7]([C:12]#[N:13])[cH:8][n:9][c:10]2[cH:11]1.[Br:25][c:26]1[cH:27][cH:28][c:29]([CH2:31][N:32]2[CH2:33][CH2:34][O:35][CH2:36][CH2:37]2)[s:30]1>>[c:2]1(-[c:26]2[cH:27][cH:28][c:29]([CH2:31][N:32]3[CH2:33][CH2:34][O:35][CH2:36][CH2:37]3)[s:30]2)[cH:3][cH:4][c:5]2[c:6]([NH:14][c:15]3[c:16]([Cl:24])[cH:17][c:18]([Cl:23])[c:19]([O:21][CH3:22])[cH:20]3)[c:7]([C:12]#[N:13])[cH:8][n:9][c:10]2[cH:11]1. Reactants: CS(=O)(=O)O[C@H](CCC)C1=CC=C(C(=O)OC)C=C1 ((R)-methyl 4-(1-(methylsulfonyloxy)butyl)benzoate), O (water), CC=1C=C(C=C(C1N1N=CC(=C1)C(F)(F)F)C)O (3,5-dimethyl-4-(4-(trifluoromethyl)-1H-pyrazol-1-yl)phenol), CC=1C=C(C=C(C1N1N=CC(=C1)C(F)(F)F)C)O (3,5-dimethyl-4-(4-(trifluoromethyl)-1H-pyrazol-1-yl)phenol), C([O-])([O-])=O.[Cs+].[Cs+] (cesium carbonate). Solvent: CC1OCCC1 (2-methyltetrahydrofuran). Conditions: temperature 65 celsius. Yields the product CC=1C=C(O[C@@H](CCC)C2=CC=C(C(=O)OC)C=C2)C=C(C1N1N=CC(=C1)C(F)(F)F)C ((S)-methyl 4-(1-(3,5-dimethyl-4-(4-(trifluoromethyl)-1H-pyrazol-1-yl)phenoxy)butyl)benzoate). Reaction SMILES: [CH3:1][C:2]1[CH:3]=[C:4]([OH:18])[CH:5]=[C:6]([CH3:17])[C:7]=1[N:8]1[CH:12]=[C:11]([C:13]([F:16])([F:15])[F:14])[CH:10]=[N:9]1.C(=O)([O-])[O-].[Cs+].[Cs+].CS(O[C@@H:30]([C:34]1[CH:43]=[CH:42][C:37]([C:38]([O:40][CH3:41])=[O:39])=[CH:36][CH:35]=1)[CH2:31][CH2:32][CH3:33])(=O)=O.O>CC1CCCO1>[CH3:17][C:6]1[CH:5]=[C:4]([CH:3]=[C:2]([CH3:1])[C:7]=1[N:8]1[CH:12]=[C:11]([C:13]([F:16])([F:15])[F:14])[CH:10]=[N:9]1)[O:18][C@H:30]([C:34]1[CH:43]=[CH:42][C:37]([C:38]([O:40][CH3:41])=[O:39])=[CH:36][CH:35]=1)[CH2:31][CH2:32][CH3:33] |f:1.2.3|. Procedure details: To a solution of 3,5-dimethyl-4-(4-(trifluoromethyl)-1H-pyrazol-1-yl)phenol (intermediate 26) (12.6 g, 49 mmol) in 2-methyltetrahydrofuran (70 mL) was added cesium carbonate (23.5 g, 72 mmol) and the solution of mesylate from step 2. The reaction was heated to 65° C. for 5 h. The reaction was then cooled to room temperature and water (80 mL) was added. The aq. layer was split and the organic solution was used in the next step without isolation.